This data is from the Open Reaction Database (ORD), a public repository of structured organic reaction records. The task is: describe an organic reaction: reactants, conditions, products, and yield Reactants: C(C)(C)N1N=C(N=C1C=1N=C2N(CCOC3=C2C=CC(=C3)C=3N(N=CC3)C3CNCCC3)C1)C (2-(2-isopropyl-5-methyl-1,2,4-triazol-3-yl)-9-[2-(3-piperidyl)pyrazol-3-yl]-5,6-dihydroimidazo[1,2-d][1,4]benzoxazepine), C([O-])([O-])=O.[Cs+].[Cs+] (Cesium Carbonate), BrC(C(=O)OCC)(C)C (ethyl 2-bromo-2-methyl-propanoate). Solvent: CN(C=O)C (N,N-Dimethylformamide). Conditions: temperature 90 celsius, time 12 hour. The product is C(C)(C)N1N=C(N=C1C=1N=C2N(CCOC3=C2C=CC(=C3)C3=CC=NN3C3CN(CCC3)C(C(=O)OCC)(C)C)C1)C (ethyl 2-(3-(5-(2-(1-isopropyl-3-methyl-1H-1,2,4-triazol-5-yl)-5,6-dihydrobenzo[f]imidazo[1,2-d][1,4]oxazepin-9-yl)-1H-pyrazol-1-yl)piperidin-1-yl)-2-methylpropanoate). RXN SMILES: [CH:1]([N:4]1[C:8]([C:9]2[N:10]=[C:11]3[C:17]4[CH:18]=[CH:19][C:20]([C:22]5[N:23]([CH:27]6[CH2:32][CH2:31][CH2:30][NH:29][CH2:28]6)[N:24]=[CH:25][CH:26]=5)=[CH:21][C:16]=4[O:15][CH2:14][CH2:13][N:12]3[CH:33]=2)=[N:7][C:6]([CH3:34])=[N:5]1)([CH3:3])[CH3:2].C(=O)([O-])[O-].[Cs+].[Cs+].Br[C:42]([CH3:49])([CH3:48])[C:43]([O:45][CH2:46][CH3:47])=[O:44]>CN(C)C=O>[CH:1]([N:4]1[C:8]([C:9]2[N:10]=[C:11]3[C:17]4[CH:18]=[CH:19][C:20]([C:22]5[N:23]([CH:27]6[CH2:32][CH2:31][CH2:30][N:29]([C:42]([CH3:49])([CH3:48])[C:43]([O:45][CH2:46][CH3:47])=[O:44])[CH2:28]6)[N:24]=[CH:25][CH:26]=5)=[CH:21][C:16]=4[O:15][CH2:14][CH2:13][N:12]3[CH:33]=2)=[N:7][C:6]([CH3:34])=[N:5]1)([CH3:3])[CH3:2] |f:1.2.3|. Procedure: To a solution of 2-(2-isopropyl-5-methyl-1,2,4-triazol-3-yl)-9-[2-(3-piperidyl)pyrazol-3-yl]-5,6-dihydroimidazo[1,2-d][1,4]benzoxazepine; I; 100 mass % in N,N-Dimethylformamide; 100 mass % was added Cesium Carbonate; 2.00 equiv.; 1.090 mmol; 100 mass % followed by ethyl 2-bromo-2-methyl-propanoate; G; 3.00 equiv.; 1.635 mmol; 100 mass %. The reaction mixture was heated to 90° C. and was stirred for 12 hours. LC-MS analysis of the reaction mixture showed almost complete conversion to the desired ...